From a dataset of the Open Reaction Database (ORD), a public repository of structured organic reaction records. describe an organic reaction: reactants, conditions, products, and yield Reaction SMILES: [CH3:28][C:29]([CH3:30])=[O:31].[CH3:32][c:33]1[cH:34][cH:35][c:36]([S:37]([OH:38])(=[O:39])=[O:40])[cH:41][cH:42]1.[CH3:44][OH:45].[F:1][c:2]1[c:3]([C:8]2([CH2:14][c:15]3[cH:16][cH:17][c:18]4[c:19]([n:20]3)[s:21][c:22]([NH:24][CH:25]([CH3:26])[CH3:27])[n:23]4)[S:9][CH2:10][CH2:11][CH2:12][S:13]2)[cH:4][cH:5][cH:6][cH:7]1.[Hg:47]([Cl:48])[Cl:49].[OH2:43].[OH2:46]>>[F:1][c:2]1[c:3]([C:8]([CH2:14][c:15]2[cH:16][cH:17][c:18]3[c:19]([n:20]2)[s:21][c:22]([NH:24][CH:25]([CH3:26])[CH3:27])[n:23]3)=[O:31])[cH:4][cH:5][cH:6][cH:7]1. Reactants: CC(C)=O, Cc1ccc(S(=O)(=O)O)cc1, CO, CC(C)Nc1nc2ccc(CC3(c4ccccc4F)SCCCS3)nc2s1, Cl[Hg]Cl, O, O. The product is CC(C)Nc1nc2ccc(CC(=O)c3ccccc3F)nc2s1. The reactants are C1CC(=O)N(C1=O)Br (NBS), ClC=1C=C(N)C=C(C1)F (3-Chloro-5-fluoroaniline), OS(=O)[O-].[Na+] (NaHSO3). Run in C(C)#N (ACN). Reaction conditions: temperature 0 celsius, time 3.5 hour. Yields the product BrC1=C(C=C(N)C=C1F)Cl (4-Bromo-3-chloro-5-fluoroaniline). Yield: 95.3%. RXN SMILES: [Cl:1][C:2]1[CH:3]=[C:4]([CH:6]=[C:7]([F:9])[CH:8]=1)[NH2:5].C1C(=O)N([Br:17])C(=O)C1.OS([O-])=O.[Na+]>C(#N)C>[Br:17][C:8]1[C:7]([F:9])=[CH:6][C:4]([NH2:5])=[CH:3][C:2]=1[Cl:1] |f:2.3|. Procedure details: 3-Chloro-5-fluoroaniline (2061 mmol, 300 g) was dissolved in ACN (3000 ml) and the solution cooled to 0° C. NBS (2061 mmol, 367 g) was added to the reaction mixture in small portions keeping the temperature below 10° C. Reaction mixture was stirred at 10±5° C. for 3.5 h. 10% Aqueous NaHSO3 was added and the reaction mixture was concentrated under vacuum to remove organic solvents. Water and DCM was added, stirred for 15 min and the phases were separated. The water phase was extracted with DCM. T... The reactants are C(C)(=O)O (Acetic acid), C(C)(=O)OC(C)=O (acetic anhydride), C1(C(C1C(=O)O)C(=O)O)C(=O)O (cyclopropane-1,2,3-tricarboxylic acid). Product: O=C1C2C(C2C(O1)=O)C(=O)O (2,4-dioxo-3-oxabicyclo[3.1.0]hexane-6-carboxylic acid). Yield: 82.9%. As a reaction SMILES: C(O)(=O)C.C(OC(=O)C)(=O)C.[CH:12]1([C:21]([OH:23])=[O:22])[CH:14]([C:15]([OH:17])=[O:16])[CH:13]1[C:18]([OH:20])=O>>[O:22]=[C:21]1[O:23][C:18](=[O:20])[CH:13]2[CH:12]1[CH:14]2[C:15]([OH:17])=[O:16]. Procedure details: Acetic acid (58.8 ml, 933 mmol) and acetic anhydride (20.4 ml, 185 mmol) were added to cyclopropane-1,2,3-tricarboxylic acid (24.4 g, 140 mmol), followed by reacting the mixture while heating under reflux for 2 hours, concentrating the reaction solution into a half volume, filtering off deposited crystals, washing them with heptane and drying under reduced pressure, to obtain 2,4-dioxo-3-oxabicyclo[3.1.0]hexane-6-carboxylic acid (18.1 g, 116 mmol, 83%). The reactants are [Cl-].[Na+] (sodium chloride), ICCO (2-iodoethanol), C([O-])(O)=O.[Na+] (sodium bicarbonate), COC1=CC=C(CS[C@H]2C[C@H](NC2)C(NC)=O)C=C1 ((2S, 4S)-4-(4-methoxybenzylthio)-2-methylcarbamoylpyrrolidine). Solvent: CN(C=O)C (dimethylformamide). Conditions: temperature 40 celsius, time 24 hour. Product: OCCN1[C@@H](C[C@@H](C1)SCC1=CC=C(C=C1)OC)C(NC)=O ((2S, 4S)-1-(2-hydroxyethyl)-4-(4-methoxybenzylthio)-2-methylcarbamoylpyrrolidin). RXN SMILES: I[CH2:2][CH2:3][OH:4].C(=O)(O)[O-].[Na+].[CH3:10][O:11][C:12]1[CH:28]=[CH:27][C:15]([CH2:16][S:17][C@@H:18]2[CH2:22][NH:21][C@H:20]([C:23](=[O:26])[NH:24][CH3:25])[CH2:19]2)=[CH:14][CH:13]=1.[Cl-].[Na+]>CN(C)C=O>[OH:4][CH2:3][CH2:2][N:21]1[CH2:22][C@@H:18]([S:17][CH2:16][C:15]2[CH:27]=[CH:28][C:12]([O:11][CH3:10])=[CH:13][CH:14]=2)[CH2:19][C@H:20]1[C:23](=[O:26])[NH:24][CH3:25] |f:1.2,4.5|. Procedure: 934 μl of 2-iodoethanol and 1.01 g of sodium bicarbonate were added, whilst ice-cooling, to a solution of 2.80 g of (2S, 4S)-4-(4-methoxybenzylthio)-2-methylcarbamoylpyrrolidine dissolved in 18 ml of dry dimethylformamide, and the mixture was stirred at 40° C. for 24 hours. At the end of this time, the reaction mixture was poured into an aqueous solution of sodium chloride and extracted with ethyl acetate. The extract was washed with an aqueous solution of sodium chloride and dried over anhydrou... Yields the product COC(=O)C=CCNC1CCC1. Reaction SMILES: [Br:1][CH2:2][CH:3]=[CH:4][C:5](=[O:6])[O:7][CH3:8].[C:9](=[O:10])([O-:11])[O-:12].[CH2:20]1[O:21][CH2:22][CH2:23][CH2:24]1.[CH:15]1([NH2:19])[CH2:16][CH2:17][CH2:18]1.[K+:13].[K+:14]>>[CH2:2]([CH:3]=[CH:4][C:5](=[O:6])[O:7][CH3:8])[NH:19][CH:15]1[CH2:16][CH2:17][CH2:18]1. Starting materials: COC(=O)C=CCBr, O=C([O-])[O-], C1CCOC1, NC1CCC1, [K+], [K+]. Starting materials: C(C)(=O)O (acetic acid), C(C)(=O)N(C)C1=CC=C(C=C1)S(=O)(=O)Cl (4-(N-acetyl-N-methylamino)benzenesulfonyl chloride), NC1CCN(CC1)CC1=CC=CC=C1 (4-amino-1-benzylpiperidine), [H][H] (hydrogen). The reagents and catalysts are [Pd] (palladium/carbon). Run in C(C)O (ethanol). Product: C(C1=CC=CC=C1)N1CCC(CC1)NS(=O)(=O)C1=CC=C(C=C1)N(C)C(C)=O (N-(1-Benzyl-4-piperidyl)-4-(N-acetyl-N-methylamino)benzenesulfonamide), title compound. The yield is 100.0%. Reaction SMILES: [C:1]([N:4]([C:6]1[CH:11]=[CH:10][C:9]([S:12](Cl)(=[O:14])=[O:13])=[CH:8][CH:7]=1)[CH3:5])(=[O:3])[CH3:2].[NH2:16][CH:17]1[CH2:22][CH2:21][N:20]([CH2:23][C:24]2[CH:29]=[CH:28][CH:27]=[CH:26][CH:25]=2)[CH2:19][CH2:18]1.C(O)(=O)C.[H][H]>C(O)C.[Pd]>[CH2:23]([N:20]1[CH2:21][CH2:22][CH:17]([NH:16][S:12]([C:9]2[CH:10]=[CH:11][C:6]([N:4]([C:1](=[O:3])[CH3:2])[CH3:5])=[CH:7][CH:8]=2)(=[O:14])=[O:13])[CH2:18][CH2:19]1)[C:24]1[CH:25]=[CH:26][CH:27]=[CH:28][CH:29]=1. Procedure details: N-(1-Benzyl-4-piperidyl)-4-(N-acetyl-N-methylamino)benzenesulfonamide was prepared as a colorless oil from the 4-(N-acetyl-N-methylamino)benzenesulfonyl chloride (20.0 g, 80.8 mmol) and 4-amino-1-benzylpiperidine (18.16 ml, 88.9 mmol) in a similar manner to that described in Preparative Example 16. This oil was dissolved in ethanol (200 ml), followed by the addition of glacial acetic acid (10.0 ml). The obtained mixture was stirred in the presence of 10% palladium/carbon (water-containing one, 2... The reactants are FC(S(=O)(=O)OC1=C(C(=C(C=C1)F)C#N)F)(F)F (3-Cyano-2,4-difluorophenyl trifluoromethanesulfonate), potassium vinyl trifluoroborate, TEA, C(C)O (ethanol). Reagents/catalysts: C1=CC=C(C=C1)P([C-]2C=CC=C2)C3=CC=CC=C3.C1=CC=C(C=C1)P([C-]2C=CC=C2)C3=CC=CC=C3.Cl[Pd]Cl.[Fe+2].C(Cl)Cl (PdCl2(dppf) CH2Cl2). The product is C(=C)C=1C(=C(C#N)C(=CC1)F)F (3-ethenyl-2,6-difluorobenzonitrile). Reaction SMILES: FC(F)(F)S(O[C:7]1[CH:12]=[CH:11][C:10]([F:13])=[C:9]([C:14]#[N:15])[C:8]=1[F:16])(=O)=O.[CH2:19](O)[CH3:20]>C1C=CC(P(C2C=CC=CC=2)[C-]2C=CC=C2)=CC=1.C1C=CC(P(C2C=CC=CC=2)[C-]2C=CC=C2)=CC=1.Cl[Pd]Cl.[Fe+2].C(Cl)Cl>[CH:19]([C:7]1[C:8]([F:16])=[C:9]([C:10]([F:13])=[CH:11][CH:12]=1)[C:14]#[N:15])=[CH2:20] |f:2.3.4.5.6|. Procedure: 3-Cyano-2,4-difluorophenyl trifluoromethanesulfonate (5.20 g, 18.1 mmol), potassium vinyl trifluoroborate (4.85 g, 36.2 mmol), PdCl2(dppf)-CH2Cl2 Adduct (0.662 g, 0.905 mmol), and TEA (5.05 mL, 36.2 mmol) were added to 75 mL of ethanol. The reaction mixture was degassed then heated at reflux for 4 h. LC-MS analysis confirmed product peak. The reaction mixture was diluted with ethyl acetate, washed twice with brine, dried, and evaporated to dryness. The crude material was then purified by MPLC ch...